Dataset: the Open Reaction Database (ORD), a public repository of structured organic reaction records. Task: describe an organic reaction: reactants, conditions, products, and yield Reactants: ice water, ClC1=C(C=NC2=CC(=C(C=C12)OCC)OCC)C#N (4-chloro-6,7-diethoxy-quinoline-3-carbonitrile), NC=1C=C2C(C(=O)NC2=O)=CC1 (4-Aminophthalimide), C([O-])([O-])=O.[Na+].[Na+] (sodium carbonate). The solvent is C(C)O (ethanol). Reaction conditions: temperature 100 celsius. The product is O=C1NC(C2=CC(=CC=C12)NC1=C(C=NC2=CC(=C(C=C12)OCC)OCC)C#N)=O (4-(1,3-Dioxo-2,3-dihydro-1H-isoindol-5-ylamino)-6,7-diethoxy-quinoline-3-carbonitrile). Isolated yield 59.8%. RXN SMILES: Cl[C:2]1[C:11]2[C:6](=[CH:7][C:8]([O:15][CH2:16][CH3:17])=[C:9]([O:12][CH2:13][CH3:14])[CH:10]=2)[N:5]=[CH:4][C:3]=1[C:18]#[N:19].[NH2:20][C:21]1[CH:22]=[C:23]2[C:28](=[O:29])[NH:27][C:25](=[O:26])[C:24]2=[CH:30][CH:31]=1.C(=O)([O-])[O-].[Na+].[Na+]>C(O)C>[O:26]=[C:25]1[C:24]2[C:23](=[CH:22][C:21]([NH:20][C:2]3[C:11]4[C:6](=[CH:7][C:8]([O:15][CH2:16][CH3:17])=[C:9]([O:12][CH2:13][CH3:14])[CH:10]=4)[N:5]=[CH:4][C:3]=3[C:18]#[N:19])=[CH:31][CH:30]=2)[C:28](=[O:29])[NH:27]1 |f:2.3.4|. Procedure: A solution of 400 mg (1.44 mM) of 4-chloro-6,7-diethoxy-quinoline-3-carbonitrile and 305 mg (1.88 mM) of 4-Aminophthalimide in 10 ml of ethanol was refluxed for 3 hours. To the warm solution was added 1 ml of 1M sodium carbonate and the sample was heated for 5 minutes at 100° C., then poured into 300 ml of ice water. The solid was collected, washed with water followed by ether and dried under vacuum at 80° C. to yield 348 mg of 4-(1,3-Dioxo-2,3-dihydro-1H-isoindol-5-ylamino)-6,7-diethoxy-quinoli...